This data is from the Open Reaction Database (ORD), a public repository of structured organic reaction records. The task is: describe an organic reaction: reactants, conditions, products, and yield Reactants: C(C)OC(=O)C=1C(=C2C(=CN1)N(C(=C2)C2=CC=C(C=C2)F)C2=CC=CC=C2)O (2-(4-fluoro-phenyl)-4-hydroxy-1-phenyl-1H-pyrrolo[2,3-c]pyridine-5-carboxylic acid ethyl ester), C(C)OC(=O)C1=C(N(C(=C1Br)Br)C)CN(CC(=O)OCC)C(=O)OC(C)(C)C (4,5-Dibromo-2-[(tert-butoxycarbonyl-ethoxycarbonylmethyl-amino)-methyl]-1-methyl-1H-pyrrole-3-carboxylic acid ethyl ester). The product is C(C)OC(=O)C=1C(=C2C(=CN1)N(C(=C2Br)Br)C)O (2,3-Dibromo-4-hydroxy-1-methyl-1H-pyrrolo[2,3-c]pyridine-5-carboxylic acid ethyl ester). As a reaction SMILES: C(OC(C1C(O)=C2C=C(C3C=CC(F)=CC=3)N(C3C=CC=CC=3)C2=CN=1)=O)C.C([O:31][C:32]([C:34]1[C:38]([Br:39])=[C:37]([Br:40])[N:36]([CH3:41])[C:35]=1[CH2:42][N:43](C(OC(C)(C)C)=O)[CH2:44][C:45]([O:47][CH2:48][CH3:49])=[O:46])=O)C>>[CH2:48]([O:47][C:45]([C:44]1[C:32]([OH:31])=[C:34]2[C:38]([Br:39])=[C:37]([Br:40])[N:36]([CH3:41])[C:35]2=[CH:42][N:43]=1)=[O:46])[CH3:49]. Procedure: Prepared in analogy to that of 2-(4-fluoro-phenyl)-4-hydroxy-1-phenyl-1H-pyrrolo[2,3-c]pyridine-5-carboxylic acid ethyl ester from 4,5-Dibromo-2-[(tert-butoxycarbonyl-ethoxycarbonylmethyl-amino)-methyl]-1-methyl-1H-pyrrole-3-carboxylic acid ethyl ester. The title compound, ESI MS (m/z): 377 (M+H+). The reactants are FC1=C(C=CC=C1)C=1C2=C(N=C(N1)S(=O)(=O)C)N(C(C=C2)=O)C(CC)CC (4-(2-Fluorophenyl)-8-(1-ethylpropyl)-2-methanesulfonyl-8H-pyrido[2,3-d]pyrimidin-7-one), NC(CO)CO (serinol). Yields the product FC1=C(C=CC=C1)C=1C2=C(N=C(N1)NC(CO)CO)N(C(C=C2)=O)C(CC)CC (4-(2-fluoro-phenyl)-8-(1-ethyl-propyl)-2-(2-hydroxy-1-hydroxymethyl-ethylamino)-8H-pyrido[2,3-d]pyrimidin-7-one). As a reaction SMILES: [F:1][C:2]1[CH:7]=[CH:6][CH:5]=[CH:4][C:3]=1[C:8]1[C:9]2[CH:21]=[CH:20][C:19](=[O:22])[N:18]([CH:23]([CH2:26][CH3:27])[CH2:24][CH3:25])[C:10]=2[N:11]=[C:12](S(C)(=O)=O)[N:13]=1.[NH2:28][CH:29]([CH2:32][OH:33])[CH2:30][OH:31]>>[F:1][C:2]1[CH:7]=[CH:6][CH:5]=[CH:4][C:3]=1[C:8]1[C:9]2[CH:21]=[CH:20][C:19](=[O:22])[N:18]([CH:23]([CH2:26][CH3:27])[CH2:24][CH3:25])[C:10]=2[N:11]=[C:12]([NH:28][CH:29]([CH2:32][OH:33])[CH2:30][OH:31])[N:13]=1. Procedure: 4-(2-Fluorophenyl)-8-(1-ethylpropyl)-2-methanesulfonyl-8H-pyrido[2,3-d]pyrimidin-7-one, and serinol were reacted by the procedure of Example 60 to afford the title compound 4-(2-fluoro-phenyl)-8-(1-ethyl-propyl)-2-(2-hydroxy-1-hydroxymethyl-ethylamino)-8H-pyrido[2,3-d]pyrimidin-7-one. 1H-NMR: δ 0.82 (m, 6H), 1.32 (m, 4H), 1.90 (m, 2 H), 2.32 (m, 2H), 3.71 (m, 2H), 4.24 (m, 1H), 5.38 (m, 0.5H), 5.69 (m, 0.5H), 5.71 (br s, 1H), 6.30 (br d, 1H, J=9.6), 7.13 (d, 1H, J=9.6 Hz), 7.30-7.55 (m, 4H). LC ... Yields the product C(C)(C)N(C(CCC1=C(C=CC(=C1)[N+](=O)[O-])OC)=O)C(C)C (N,N-diisopropyl-3-(2-methoxy-5-nitrophenyl)propionamide). Reactants: C(C)(C)NC(C)C (diisopropylamine), COC1=C(C=C(C=C1)[N+](=O)[O-])CCC(=O)Cl (3-(2-methoxy-5-nitrophenyl)propionyl chloride), COC1=C(C=C(C=C1)[N+](=O)[O-])CCC(=O)O (3-(2-methoxy-5-nitrophenyl)propionic acid), S(=O)(Cl)Cl (thionyl chloride). The solvent is ClCCl (dichloromethane), ClCCl (dichloromethane). Conditions: time 16 hour. Procedure details: A solution of 3-(2-methoxy-5-nitrophenyl)propionyl chloride(0.46 g, 1.9 mmol), prepared from 3-(2-methoxy-5-nitrophenyl)propionic acid (Asano et al., J. Pharm. Soc. Japan, 1950, 70, 480) and thionyl chloride, in dichloromethane (5 mL) was added in one portion to a solution of diisopropylamine (0.67 g, 6.6 mmol) in dichloromethane (20 mL), stirred for 16 h, washed with water (2×20 mL), dried (Na2SO4), and concentrated in vacuo to give the title compound: MS(ES) m/3 309.1 [M+H]+. As a reaction SMILES: [CH3:1][O:2][C:3]1[CH:8]=[CH:7][C:6]([N+:9]([O-:11])=[O:10])=[CH:5][C:4]=1[CH2:12][CH2:13][C:14](Cl)=[O:15].COC1C=CC([N+]([O-])=O)=CC=1CCC(O)=O.S(Cl)(Cl)=O.[CH:37]([NH:40][CH:41]([CH3:43])[CH3:42])([CH3:39])[CH3:38]>ClCCl>[CH:37]([N:40]([CH:41]([CH3:43])[CH3:42])[C:14](=[O:15])[CH2:13][CH2:12][C:4]1[CH:5]=[C:6]([N+:9]([O-:11])=[O:10])[CH:7]=[CH:8][C:3]=1[O:2][CH3:1])([CH3:39])[CH3:38].